Dataset: the Open Reaction Database (ORD), a public repository of structured organic reaction records. Task: describe an organic reaction: reactants, conditions, products, and yield The reactants are ClC=1C=[N+](C=C(C1C[C@H](OC(=O)OC1=CC=C(C=C1)[N+](=O)[O-])C1=CC(=C(C=C1)OC(F)F)OCC1CC1)Cl)[O-] ((S)-3,5-dichloro-4-(2-(3-(cyclopropylmethoxy)-4-(difluoromethoxy)phenyl)-2-((4-nitrophenoxy)-carbonyloxy)ethyl)pyridine 1-oxide), Cl.[N+](=O)([O-])C1=CC=C(C=C1)CN ((4-nitrophenyl)methanamine hydrochloride). The reagents and catalysts are CN(C)C=1C=CN=CC1 (DMAP). Run in C(Cl)Cl (DCM), C(Cl)Cl (DCM). Conditions: time 8 hour. The product is ClC=1C=[N+](C=C(C1C[C@H](OC(NCC1=CC=C(C=C1)[N+](=O)[O-])=O)C1=CC(=C(C=C1)OC(F)F)OCC1CC1)Cl)[O-] ((S)-3,5-dichloro-4-(2-(3-(cyclopropylmethoxy)-4-(difluoromethoxy)phenyl)-2-(4-nitrobenzylcarbamoyloxy)ethyl)pyridine 1-oxide). Yield: 86.1%. RXN SMILES: [Cl:1][C:2]1[CH:3]=[N+:4]([O-:39])[CH:5]=[C:6]([Cl:38])[C:7]=1[CH2:8][C@@H:9]([C:23]1[CH:28]=[CH:27][C:26]([O:29][CH:30]([F:32])[F:31])=[C:25]([O:33][CH2:34][CH:35]2[CH2:37][CH2:36]2)[CH:24]=1)[O:10][C:11](OC1C=CC([N+]([O-])=O)=CC=1)=[O:12].Cl.[N+:41]([C:44]1[CH:49]=[CH:48][C:47]([CH2:50][NH2:51])=[CH:46][CH:45]=1)([O-:43])=[O:42]>C(Cl)Cl.CN(C1C=CN=CC=1)C>[Cl:38][C:6]1[CH:5]=[N+:4]([O-:39])[CH:3]=[C:2]([Cl:1])[C:7]=1[CH2:8][C@@H:9]([C:23]1[CH:28]=[CH:27][C:26]([O:29][CH:30]([F:31])[F:32])=[C:25]([O:33][CH2:34][CH:35]2[CH2:37][CH2:36]2)[CH:24]=1)[O:10][C:11](=[O:12])[NH:51][CH2:50][C:47]1[CH:46]=[CH:45][C:44]([N+:41]([O-:43])=[O:42])=[CH:49][CH:48]=1 |f:1.2|. Procedure details: To a stirred solution of compound (S)-3,5-dichloro-4-(2-(3-(cyclopropylmethoxy)-4-(difluoromethoxy)phenyl)-2-((4-nitrophenoxy)-carbonyloxy)ethyl)pyridine 1-oxide, (227 mg, 0.388 mmol) in DCM (10 ml), (4-nitrophenyl)methanamine hydrochloride (88 mg, 0.465 mmol), and DMAP (56.9 mg, 0.465 mmol) were added. The reaction mixture was stirred at RT overnight. After 20 hours, the mixture was diluted with DCM and washed with a solution of K2CO3. he organic layer was dried over Na2SO4, evaporated and the ... The reactants are C(C)(=O)OCC=1C(=C(C(=C(C1)OC)C)C)OC (5-acetoxymethyl-1,4-dimethoxy-2,3-dimethylbenzene), ice water. The solvent is CO (methanol), [OH-].[Na+] (sodium hydroxide). Product: COC1=C(C(=C(C(=C1)CO)OC)C)C (1,4-dimethoxy-2,3-dimethyl-5-hydroxymethylbenzene). The yield is 4.4%. Reaction SMILES: C([O:4][CH2:5][C:6]1[C:7]([O:16][CH3:17])=[C:8]([CH3:15])[C:9]([CH3:14])=[C:10]([O:12][CH3:13])[CH:11]=1)(=O)C>CO.[OH-].[Na+]>[CH3:13][O:12][C:10]1[CH:11]=[C:6]([CH2:5][OH:4])[C:7]([O:16][CH3:17])=[C:8]([CH3:15])[C:9]=1[CH3:14] |f:2.3|. Procedure details: A solution of intermediate D (5.1 g, 0.21 mole) in 100 ml of methanol and 25 ml of 10% sodium hydroxide was refluxed for one hour, then poured into ice water. The resulting solid was collected by filtration and dried to give 1.8 g of 1,4-dimethoxy-2,3-dimethyl-5-hydroxymethylbenzene (intermediate E). The reactants are C1(CC1)C1=NC2=C(N1CC1=CC=C(C=C1)C=1C(=CC=CC1)C(=O)OC(C)(C)C)C=C(C=C2C)C2=NC1=C(N2C)C=CC=C1 (tert.butyl 4'-[(2-cyclopropyl-4-methyl -6-(1-methylbenzimidazol-2-yl)-benzimidazol-1-yl)-methyl]-biphenyl-2-carboxylate), FC(C(=O)O)(F)F (trifluoroacetic acid). The solvent is C(Cl)Cl (methylene chloride). Product: C1(CC1)C1=NC2=C(N1CC1=CC=C(C=C1)C=1C(=CC=CC1)C(=O)O)C=C(C=C2C)C2=NC1=C(N2C)C=CC=C1 (4'-[(2-Cyclopropyl-4-methyl-6-(1-methylbenzimidazol-2-yl)-benzimidazol-1-yl)-methyl]-biphenyl-2-carboxylic acid). Reaction SMILES: [CH:1]1([C:4]2[N:8]([CH2:9][C:10]3[CH:15]=[CH:14][C:13]([C:16]4[C:17]([C:22]([O:24]C(C)(C)C)=[O:23])=[CH:18][CH:19]=[CH:20][CH:21]=4)=[CH:12][CH:11]=3)[C:7]3[CH:29]=[C:30]([C:34]4[N:38]([CH3:39])[C:37]5[CH:40]=[CH:41][CH:42]=[CH:43][C:36]=5[N:35]=4)[CH:31]=[C:32]([CH3:33])[C:6]=3[N:5]=2)[CH2:3][CH2:2]1.FC(F)(F)C(O)=O>C(Cl)Cl>[CH:1]1([C:4]2[N:8]([CH2:9][C:10]3[CH:11]=[CH:12][C:13]([C:16]4[C:17]([C:22]([OH:24])=[O:23])=[CH:18][CH:19]=[CH:20][CH:21]=4)=[CH:14][CH:15]=3)[C:7]3[CH:29]=[C:30]([C:34]4[N:38]([CH3:39])[C:37]5[CH:40]=[CH:41][CH:42]=[CH:43][C:36]=5[N:35]=4)[CH:31]=[C:32]([CH3:33])[C:6]=3[N:5]=2)[CH2:3][CH2:2]1. Procedure: Prepared analogously to Example 1 from tert.butyl 4'-[(2-cyclopropyl-4-methyl -6-(1-methylbenzimidazol-2-yl)-benzimidazol-1-yl)-methyl]-biphenyl-2-carboxylate and trifluoroacetic acid in methylene chloride. Reactants: C(=O)O (formic acid), C1(=CC=C(C=C1)C1=C(C=C2C(=N1)N=C(N2COCC[Si](C)(C)C)OC=2C=CC(=C(C(=O)OC)C2)C)Cl)C2=CC=CC=C2 (methyl 5-{[5-(biphenyl-4-yl)-6-chloro-1-{[2-(trimethylsilyl)ethoxy]methyl}-1H imidazo[4,5-b]pyridin-2-yl]oxy}-2-methylbenzoate), S([O-])(O)(=O)=O.[K+] (potassium bisulfate). Product: C1(=CC=C(C=C1)C1=C(C=C2C(=N1)N=C(N2)OC=2C=CC(=C(C(=O)OC)C2)C)Cl)C2=CC=CC=C2 (methyl 5-{[5-(biphenyl-4-yl)-6-chloro-1-H imidazo[4,5-b]pyridin-2-yl]oxy}-2-methylbenzoate). Reaction SMILES: C(O)=O.[C:4]1([C:40]2[CH:45]=[CH:44][CH:43]=[CH:42][CH:41]=2)[CH:9]=[CH:8][C:7]([C:10]2[N:15]=[C:14]3[N:16]=[C:17]([O:27][C:28]4[CH:29]=[CH:30][C:31]([CH3:38])=[C:32]([CH:37]=4)[C:33]([O:35][CH3:36])=[O:34])[N:18](COCC[Si](C)(C)C)[C:13]3=[CH:12][C:11]=2[Cl:39])=[CH:6][CH:5]=1.S(=O)(=O)(O)[O-].[K+]>>[C:4]1([C:40]2[CH:41]=[CH:42][CH:43]=[CH:44][CH:45]=2)[CH:5]=[CH:6][C:7]([C:10]2[N:15]=[C:14]3[N:16]=[C:17]([O:27][C:28]4[CH:29]=[CH:30][C:31]([CH3:38])=[C:32]([CH:37]=4)[C:33]([O:35][CH3:36])=[O:34])[NH:18][C:13]3=[CH:12][C:11]=2[Cl:39])=[CH:8][CH:9]=1 |f:2.3|. Procedure: A formic acid (2.7 mL, 70.4 mmol) solution of methyl 5-{[5-(biphenyl-4-yl)-6-chloro-1-{[2-(trimethylsilyl)ethoxy]methyl}-1H imidazo[4,5-b]pyridin-2-yl]oxy}-2-methylbenzoate (140 mg, 0.23 mmol) and saturated potassium bisulfate (0.27 mL) was stirred at 80° C. for 1 h. The reaction was partitioned between EtOAc and brine. The organic layer was separated, and concentrated to give methyl 5-{[5-(biphenyl-4-yl)-6-chloro-1-H imidazo[4,5-b]pyridin-2-yl]oxy}-2-methylbenzoate as a white solid, which was u... The solvent is C(Cl)Cl (DCM), C(Cl)Cl (DCM), ClCCl (dichloromethane), C(Cl)Cl (DCM), ClCCl (dichloromethane). The product is OC1=CC(=C(C=C1)CN1N=C(C=C1)NC(=O)C1=C(C=NC=C1)C)C(F)(F)F (N-(1-{[4-hydroxy-2-(trifluoromethyl)phenyl]methyl}-1H-pyrazol-3-yl)-3-methyl-4-pyridinecarboxamide). Procedure: To a solution of 3-methyl-N-(1-{[4-(methyloxy)-2-(trifluoromethyl)phenyl]methyl}-1H-pyrazol-3-yl)-4-pyridinecarboxamide (for a preparation see Example 175)(50 mg, 0.128 mmol) in dichloromethane (1 mL) was added slowly 1.0 M boron tribromide in DCM (0.26 mL, 0.260 mmol). The resulting colourless solution was stirred under nitrogen for 2 days. The reaction mixture ran dry, so further amounts of dichloromethane (1 ml) and 1.0 M boron tribromide in DCM (0.26 mL, 0.260 mmol) were added. The resulting... Reaction conditions: time 2 day. RXN SMILES: [CH3:1][C:2]1[CH:3]=[N:4][CH:5]=[CH:6][C:7]=1[C:8]([NH:10][C:11]1[CH:15]=[CH:14][N:13]([CH2:16][C:17]2[CH:22]=[CH:21][C:20]([O:23]C)=[CH:19][C:18]=2[C:25]([F:28])([F:27])[F:26])[N:12]=1)=[O:9].B(Br)(Br)Br>ClCCl>[OH:23][C:20]1[CH:21]=[CH:22][C:17]([CH2:16][N:13]2[CH:14]=[CH:15][C:11]([NH:10][C:8]([C:7]3[CH:6]=[CH:5][N:4]=[CH:3][C:2]=3[CH3:1])=[O:9])=[N:12]2)=[C:18]([C:25]([F:27])([F:28])[F:26])[CH:19]=1. Starting materials: B(Br)(Br)Br (boron tribromide), B(Br)(Br)Br (boron tribromide), CC=1C=NC=CC1C(=O)NC1=NN(C=C1)CC1=C(C=C(C=C1)OC)C(F)(F)F (3-methyl-N-(1-{[4-(methyloxy)-2-(trifluoromethyl)phenyl]methyl}-1H-pyrazol-3-yl)-4-pyridinecarboxamide), B(Br)(Br)Br (boron tribromide).